From a dataset of the Open Reaction Database (ORD), a public repository of structured organic reaction records. describe an organic reaction: reactants, conditions, products, and yield Starting materials: COC(CN)OC (Aminoacetaldehyde dimethylacetal), [O-]S(=O)(=O)[O-].[Mg+2] (MgSO4), imine, amine, C1=CC2=C(C=C1C=O)OCO2 (piperonal), amine, C1=CC2=C(C=C1C=O)OCO2 (piperonal), C1=CC2=C(C=C1C=O)OCO2 (piperonal). Run in C(Cl)(Cl)Cl (chloroform), O (water). The product is C1OC=2C=C(C=NCC(OC)OC)C=CC2O1 ((3,4-Methylenedioxybenzylidene)-(2,2-dimethoxyethyl)amine). Yield: 100.0%. As a reaction SMILES: [CH3:1][O:2][CH:3]([O:6][CH3:7])[CH2:4][NH2:5].[O-]S([O-])(=O)=O.[Mg+2].[CH:14]1[C:19]([CH:20]=O)=[CH:18][C:17]2[O:22][CH2:23][O:24][C:16]=2[CH:15]=1>C(Cl)(Cl)Cl.O>[CH2:23]1[O:24][C:16]2[CH:15]=[CH:14][C:19]([CH:20]=[N:5][CH2:4][CH:3]([O:6][CH3:7])[O:2][CH3:1])=[CH:18][C:17]=2[O:22]1 |f:1.2|. Procedure: Aminoacetaldehyde dimethylacetal (7.10 g, 0.0666 mol) was dissolved in chloroform (50 mL) and MgSO4 (12 g) was added. Then piperonal (10b, 10.10 g, 0.0666 mol) was added and the mixture was stirred at room temperature. After 24 h there still was unreacted piperonal in the reaction mixture and more amine (6.00 g) was added. The reaction mixture was stirred again at room temperature for 24 h and since there still was some piperonal present more amine (6.00 g) was added again. After stirring the re...